This data is from the Open Reaction Database (ORD), a public repository of structured organic reaction records. The task is: describe an organic reaction: reactants, conditions, products, and yield The reactants are FC1=NC=CC=C1N1CCOCC1 (4-(2-fluoropyridin-3-yl)morpholine), NC1=CC=C(C=C1)O (4-aminophenol), C([O-])([O-])=O.[Cs+].[Cs+] (cesium carbonate). Run in CS(=O)C (DMSO). Run at temperature 120 celsius. Yields the product O1CCN(CC1)C=1C(=NC=CC1)OC1=CC=C(C=C1)N (4-(3-morpholinopyridin-2-yloxy)benzenamine). As a reaction SMILES: F[C:2]1[C:7]([N:8]2[CH2:13][CH2:12][O:11][CH2:10][CH2:9]2)=[CH:6][CH:5]=[CH:4][N:3]=1.[NH2:14][C:15]1[CH:20]=[CH:19][C:18]([OH:21])=[CH:17][CH:16]=1.C(=O)([O-])[O-].[Cs+].[Cs+]>CS(C)=O>[O:11]1[CH2:12][CH2:13][N:8]([C:7]2[C:2]([O:21][C:18]3[CH:19]=[CH:20][C:15]([NH2:14])=[CH:16][CH:17]=3)=[N:3][CH:4]=[CH:5][CH:6]=2)[CH2:9][CH2:10]1 |f:2.3.4|. Procedure: To a 25 mL round-bottomed flask were added 4-(2-fluoropyridin-3-yl)morpholine (0.523 g, 2.87 mmol), 4-aminophenol (0.451 g, 2.88 mmol), cesium carbonate (1.18 g, 3.45 mmol) and DMSO (5 mL). The reaction mixture was heated at 120° C. for 8 h. After cooling to room temperature, the reaction mixture was filtered through SCX cartridges, and rinsed with DCM, MeOH, and 2.0 ammonia in MeOH. The ammonia rinses were combined and concentrated. The crude product was adsorbed onto a plug of silica gel and c... Reactants: C(C)N(CC)[Zr](N(CC)CC)(N(CC)CC)N(CC)CC (tetrakis(diethylamino)zirconium), [Cl-].[Cl-].[Cl-].[Cl-].[Zr+4] (zirconium tetrachloride). Solvent: O1CCCC1 (tetrahydrofuran), O1CCCC1 (tetrahydrofuran). Conditions: time 1 hour. Product: Cl[Zr](N(CC)CC)(N(CC)CC)N(CC)CC (chlorotris(diethylamino)zirconium). As a reaction SMILES: [CH2:1]([N:3]([Zr:6](N(CC)CC)([N:12]([CH2:15][CH3:16])[CH2:13][CH3:14])[N:7]([CH2:10][CH3:11])[CH2:8][CH3:9])[CH2:4][CH3:5])[CH3:2].[Cl-:22].[Cl-].[Cl-].[Cl-].[Zr+4]>O1CCCC1>[Cl:22][Zr:6]([N:12]([CH2:15][CH3:16])[CH2:13][CH3:14])([N:7]([CH2:10][CH3:11])[CH2:8][CH3:9])[N:3]([CH2:4][CH3:5])[CH2:1][CH3:2] |f:1.2.3.4.5|. Reported procedure: A 0.1M stock solution of chlorotris(diethylamino)zirconium in tetrahydrofuran (THF) was prepared in a dry box by the addition of 1.14 g (3 mmol) of tetrakis(diethylamino)zirconium to 233 mg (1 mmol) of zirconium tetrachloride. After standing for 1 h, the mixture was diluted to 40 mL with tetrahydrofuran, and the resulting 0.1M stock solution was stored at -23° in a refrigerated dry box.